Dataset: the Open Reaction Database (ORD), a public repository of structured organic reaction records. Task: describe an organic reaction: reactants, conditions, products, and yield Starting materials: Cl (HCl), CN1C[C@@H]2N(C[C@H](C3=CC=CC=C23)C2=CC=C(C=C2)[N+](=O)[O-])CC1 (cis-1,3,4,6,7,11b-hexahydro-2-methyl-7-(4-nitrophenyl)-2H-pyrazino[2,1-a)isoquinoline), Cl (HCl). Reagents/catalysts: [Pd] (palladium on carbon). Run in CO (methanol), CO (methanol), O (water). Product: Cl.Cl.CN1C[C@@H]2N(C[C@H](C3=CC=CC=C23)C2=CC=C(C=C2)N)CC1 (cis-1,3,4,6,7,11b-hexahydro-2-methyl-7-(4-aminophenyl)-2H-pyrazino[2,1-a]isoquinoline dihydrochloride). Reaction SMILES: [CH3:1][N:2]1[CH2:24][CH2:23][N:5]2[CH2:6][C@@H:7]([C:14]3[CH:19]=[CH:18][C:17]([N+:20]([O-])=O)=[CH:16][CH:15]=3)[C:8]3[C:13]([C@@H:4]2[CH2:3]1)=[CH:12][CH:11]=[CH:10][CH:9]=3.[ClH:25]>CO.O.[Pd]>[ClH:25].[ClH:25].[CH3:1][N:2]1[CH2:24][CH2:23][N:5]2[CH2:6][C@@H:7]([C:14]3[CH:19]=[CH:18][C:17]([NH2:20])=[CH:16][CH:15]=3)[C:8]3[C:13]([C@@H:4]2[CH2:3]1)=[CH:12][CH:11]=[CH:10][CH:9]=3 |f:5.6.7|. Procedure details: A solution of cis-1,3,4,6,7,11b-hexahydro-2-methyl-7-(4-nitrophenyl)-2H-pyrazino[2,1-a)isoquinoline (5.2 g, 0.014 m) in methanol (500 ml), water (100 ml) and conc HCl (5 ml) was hydrogenated on a Parr apparatus over 2.0 g of palladium on carbon catalyst of 40 psi for 1 hour. The catalyst was removed by filtration and the solvents evaporated to a solid residue. This was dissolved in water (500 ml), basified to pH 11 with 50% NaOH, and extracted with ether (3×200 ml). The extracts were dried over ... Reactants: C1(CCCCC1)N(N)C1=CC=CC=C1 (1-cyclohexyl-1-phenyl hydrazine), C([O-])(O)=O.[Na+] (sodium bicarbonate), O (water), S(N)(=O)(=O)C=1C=C(C(=O)Cl)C=CC1Cl (3-sulfamoyl-4-chlorobenzoyl chloride). Run in C(C)(C)O (isopropanol). Yields the product C1(CCCCC1)N(NC(C1=CC(=C(C=C1)Cl)S(N)(=O)=O)=O)C1=CC=CC=C1 (1-Cyclohexyl-1-phenyl-2-(3-sulfamoyl-4-chlorobenzoyl)-hydrazine). RXN SMILES: [CH:1]1([N:7]([C:9]2[CH:14]=[CH:13][CH:12]=[CH:11][CH:10]=2)[NH2:8])[CH2:6][CH2:5][CH2:4][CH2:3][CH2:2]1.C(=O)(O)[O-].[Na+].[S:20]([C:24]1[CH:25]=[C:26]([CH:30]=[CH:31][C:32]=1[Cl:33])[C:27](Cl)=[O:28])(=[O:23])(=[O:22])[NH2:21].O>C(O)(C)C>[CH:9]1([N:7]([C:1]2[CH:2]=[CH:3][CH:4]=[CH:5][CH:6]=2)[NH:8][C:27](=[O:28])[C:26]2[CH:30]=[CH:31][C:32]([Cl:33])=[C:24]([S:20](=[O:22])(=[O:23])[NH2:21])[CH:25]=2)[CH2:14][CH2:13][CH2:12][CH2:11][CH2:10]1 |f:1.2|. Procedure details: A mixture of 8.5 g (0.045 mol) 1-cyclohexyl-1-phenyl hydrazine in 50 ml isopropanol and 4.7 g (0.045 mol) sodium bicarbonate was stirred and chilled. Addition of 11.36 g (0.045 mol) 3-sulfamoyl-4-chlorobenzoyl chloride was made in several portions. The mixture was stirred for 2 hours at room temperature and for 2.5 hours at 40°-50° C. Dilution of the reaction mixture with water yielded a solid material which was recrystallized from aqueous ethanol. M.P. 216°-217° C. Starting materials: CCOC(=O)c1c[nH]c2c(Cl)ncnc12, COc1cc(B2OC(C)(C)C(C)(C)O2)c(OCC2CC2)cc1F. Yields the product CCOC(=O)c1c[nH]c2c(-c3cc(OC)c(F)cc3OCC3CC3)ncnc12. As a reaction SMILES: [CH2:1]([CH3:2])[O:3][C:4](=[O:5])[c:6]1[cH:7][nH:8][c:9]2[c:10]1[n:11][cH:12][n:13][c:14]2[Cl:15].[CH:16]1([CH2:19][O:20][c:21]2[c:22]([B:30]3[O:31][C:32]([CH3:33])([CH3:34])[C:35]([CH3:36])([CH3:37])[O:38]3)[cH:23][c:24]([O:28][CH3:29])[c:25]([F:27])[cH:26]2)[CH2:17][CH2:18]1>>[CH2:1]([CH3:2])[O:3][C:4](=[O:5])[c:6]1[cH:7][nH:8][c:9]2[c:10]1[n:11][cH:12][n:13][c:14]2-[c:22]1[c:21]([O:20][CH2:19][CH:16]2[CH2:17][CH2:18]2)[cH:26][c:25]([F:27])[c:24]([O:28][CH3:29])[cH:23]1.